This data is from the Open Reaction Database (ORD), a public repository of structured organic reaction records. The task is: describe an organic reaction: reactants, conditions, products, and yield The reactants are O=C([O-])O, CCOCC, CCO, ClCCl, CCC1CN(S(=O)(=O)c2cc3cc(Cl)ccc3[nH]2)CCN1C(=O)c1ncc(-c2ccccn2)cn1, O=C(OO)c1cccc(Cl)c1, [Na+], [Na+], [Na+], O=S([O-])[O-]. Product: CCC1CN(S(=O)(=O)c2cc3cc(Cl)ccc3[nH]2)CCN1C(=O)c1ncc(-c2cccc[n+]2[O-])cn1. As a reaction SMILES: [C:53](=[O:54])([OH:55])[O-:56].[CH2:58]([O:59][CH2:60][CH3:61])[CH3:62].[CH2:63]([OH:64])[CH3:65].[CH2:66]([Cl:67])[Cl:68].[Cl:1][c:2]1[cH:3][c:4]2[cH:5][c:6]([S:11](=[O:12])(=[O:13])[N:14]3[CH2:15][CH:16]([CH2:34][CH3:35])[N:17]([C:20](=[O:21])[c:22]4[n:23][cH:24][c:25](-[c:28]5[n:29][cH:30][cH:31][cH:32][cH:33]5)[cH:26][n:27]4)[CH2:18][CH2:19]3)[nH:7][c:8]2[cH:9][cH:10]1.[Cl:36][c:37]1[cH:38][cH:39][cH:40][c:41]([C:42]([O:43][OH:45])=[O:44])[cH:46]1.[Na+:51].[Na+:52].[Na+:57].[S:47]([O-:48])([O-:49])=[O:50]>>[Cl:1][c:2]1[cH:3][c:4]2[cH:5][c:6]([S:11](=[O:12])(=[O:13])[N:14]3[CH2:15][CH:16]([CH2:34][CH3:35])[N:17]([C:20](=[O:21])[c:22]4[n:23][cH:24][c:25](-[c:28]5[n+:29]([O-:44])[cH:30][cH:31][cH:32][cH:33]5)[cH:26][n:27]4)[CH2:18][CH2:19]3)[nH:7][c:8]2[cH:9][cH:10]1.